describe an organic reaction: reactants, conditions, products, and yield From a dataset of the Open Reaction Database (ORD), a public repository of structured organic reaction records. Starting materials: CN(C)C1CCN(Cc2cc3nc(Cl)nc(N4CCOCC4)c3s2)CC1, [H-], [Na+], CN(C)C=O, O, c1ccc2[nH]ncc2c1. Product: CN(C)C1CCN(Cc2cc3nc(-n4ncc5ccccc54)nc(N4CCOCC4)c3s2)CC1. Reaction SMILES: [Cl:12][c:13]1[n:14][c:15]([N:32]2[CH2:33][CH2:34][O:35][CH2:36][CH2:37]2)[c:16]2[c:17]([n:18]1)[cH:19][c:20]([CH2:22][N:23]1[CH2:24][CH2:25][CH:26]([N:29]([CH3:30])[CH3:31])[CH2:27][CH2:28]1)[s:21]2.[H-:10].[Na+:11].[O:38]=[CH:39][N:40]([CH3:41])[CH3:42].[OH2:43].[nH:1]1[n:2][cH:3][c:4]2[cH:5][cH:6][cH:7][cH:8][c:9]12>>[n:1]1(-[c:13]2[n:14][c:15]([N:32]3[CH2:33][CH2:34][O:35][CH2:36][CH2:37]3)[c:16]3[c:17]([n:18]2)[cH:19][c:20]([CH2:22][N:23]2[CH2:24][CH2:25][CH:26]([N:29]([CH3:30])[CH3:31])[CH2:27][CH2:28]2)[s:21]3)[n:2][cH:3][c:4]2[cH:5][cH:6][cH:7][cH:8][c:9]12. Conditions: temperature 50 celsius, time 10 minute. RXN SMILES: [H-].[Na+].[Br:3][C:4]1[C:9]([NH:10][C:11]([C:13]2[C:14]([Cl:19])=[N:15][CH:16]=[CH:17][CH:18]=2)=[O:12])=[CH:8][CH:7]=[C:6]([O:20][CH3:21])[N:5]=1.[CH3:22]I>CS(C)=O>[Br:3][C:4]1[C:9]([N:10]([CH3:22])[C:11]([C:13]2[C:14]([Cl:19])=[N:15][CH:16]=[CH:17][CH:18]=2)=[O:12])=[CH:8][CH:7]=[C:6]([O:20][CH3:21])[N:5]=1 |f:0.1|. Reactants: BrC1=NC(=CC=C1NC(=O)C=1C(=NC=CC1)Cl)OC (N-(2-bromo-6-methoxy-3-pyridinyl)-2-chloro-3-pyridinecarboxamide), [H-].[Na+] (Sodium hydride), CI (Methyl iodide). The solvent is CS(=O)C (dimethylsulfoxide). Procedure: Sodium hydride (0.3 g of a 50% dispersion in mineral oil) was added to dimethylsulfoxide (10 ml) and warmed to 50° C. After cooling the mixture to room temperature, N-(2-bromo-6-methoxy-3-pyridinyl)-2-chloro-3-pyridinecarboxamide (2.0 g) was added and the resulting solution was stirred for 10 min. Methyl iodide (0.4 ml) was then added and the mixture was stirred for 30 min. The reaction mixture was quenched by the addition of water (10 ml) and ethyl acetate (100 ml) was then added. The organic p... The product is BrC1=NC(=CC=C1N(C(=O)C=1C(=NC=CC1)Cl)C)OC (N-(2-Bromo-6-methoxy-3-pyridinyl)-2-chloro-N-methyl-3-pyridinecarboxamide). Reported procedure: To a stirred suspension of CuBr.SMe2 (1.37 g, 2.2 eq, 6.66 mmol) in Et2O (100 mL) under an argon atmosphere at −78° C., was added isopropyllithium (0.7 M in pentane, 17.29 mL, 4 eq, 12.1 mmol) dropwise and the solution allowed to warm to room temperature. The mixture was recooled to −70° C., to which was added a solution of (S)-2-(trityl-amino)-butyraldehyde (1 g, 1 eq, 3.03 mmol) in Et2O (25 mL) dropwise with stirring. The reaction mixture was stirred at this temperature for 1 h, then allowed t... The reactants are S(C)C (SMe2), C(C)(C)[Li] (isopropyllithium), CuBr, C(C1=CC=CC=C1)(C1=CC=CC=C1)(C1=CC=CC=C1)N[C@H](C=O)CC ((S)-2-(trityl-amino)-butyraldehyde), [NH4+].[Cl-] (NH4Cl). RXN SMILES: S(C)C.[CH:4]([Li])([CH3:6])[CH3:5].[C:8]([NH:27][C@@H:28]([CH2:31][CH3:32])[CH:29]=[O:30])([C:21]1[CH:26]=[CH:25][CH:24]=[CH:23][CH:22]=1)([C:15]1[CH:20]=[CH:19][CH:18]=[CH:17][CH:16]=1)[C:9]1[CH:14]=[CH:13][CH:12]=[CH:11][CH:10]=1.[NH4+].[Cl-]>CCOCC>[CH3:5][CH:4]([CH:29]([OH:30])[C@@H:28]([NH:27][C:8]([C:15]1[CH:20]=[CH:19][CH:18]=[CH:17][CH:16]=1)([C:21]1[CH:22]=[CH:23][CH:24]=[CH:25][CH:26]=1)[C:9]1[CH:14]=[CH:13][CH:12]=[CH:11][CH:10]=1)[CH2:31][CH3:32])[CH3:6] |f:3.4|. The solvent is CCOCC (Et2O), CCOCC (Et2O). Yields the product CC(C)C([C@H](CC)NC(C1=CC=CC=C1)(C1=CC=CC=C1)C1=CC=CC=C1)O ((3RS, 4S)-2-Methyl-4-(trityl-amino)-hexan-3-ol). Starting materials: CCOC(=O)C#N, Cn1cccc1, Cl. Product: CCOC(=O)Cc1cccn1C. RXN SMILES: [C:8](#[N:9])[C:10](=[O:11])[O:12][CH2:13][CH3:14].[CH3:2][n:3]1[cH:4][cH:5][cH:6][cH:7]1.[ClH:1]>>[CH3:2][n:3]1[c:4]([CH2:8][C:10](=[O:11])[O:12][CH2:13][CH3:14])[cH:5][cH:6][cH:7]1. Starting materials: C(CCCCC)NC(NC=1SC=C(N1)C=1OC(=CC1)C(N(C)C)=O)=N (2-(3-n-Hexylguanidino)-4-(5-[N,N-dimethylcarbamoyl]-2-furyl)thiazole), B#B (diborane), Cl (hydrochloric acid). Run in O1CCCC1 (tetrahydrofuran). Yields the product C(CCCCC)NC(NC=1SC=C(N1)C=1OC(=CC1)CN(C)C)=N (2-(3-n-Hexylguanidino)-4-(5-[N,N-dimethylaminomethyl]-2-furyl)thiazole). Reaction SMILES: [CH2:1]([NH:7][C:8](=[NH:25])[NH:9][C:10]1[S:11][CH:12]=[C:13]([C:15]2[O:16][C:17]([C:20](=O)[N:21]([CH3:23])[CH3:22])=[CH:18][CH:19]=2)[N:14]=1)[CH2:2][CH2:3][CH2:4][CH2:5][CH3:6].B#B.Cl>O1CCCC1>[CH2:1]([NH:7][C:8](=[NH:25])[NH:9][C:10]1[S:11][CH:12]=[C:13]([C:15]2[O:16][C:17]([CH2:20][N:21]([CH3:22])[CH3:23])=[CH:18][CH:19]=2)[N:14]=1)[CH2:2][CH2:3][CH2:4][CH2:5][CH3:6]. Procedure details: 2-(3-n-Hexylguanidino)-4-(5-[N,N-dimethylcarbamoyl]-2-furyl)thiazole (1.77 g., 4 mmole) was reduced with an excess of diborane in tetrahydrofuran, substantially according to the procedure of Example 1. At the end of the reduction, 20 ml. of 6N hydrochloric acid was added dropwise, very slowly, and then the mixture was heated at ca 90° C. to removed the majority of the tetrahydrofuran. The aqueous residue was made alkaline with 10N sodium hydroxide solution and then it was extracted with n-butano... Starting materials: O1C(=NC2=C1C=CC=C2)N2[C@@H](CCCC2)C(=O)O ((2S)-1-(1,3-benzoxazol-2-yl)-2-piperidinecarboxylic acid), N[C@@H]1C[C@H](N(C1)C(=O)OC(C)(C)C)COCC1=CC=CC=C1 (tert-butyl (2S,4R)-4-amino-2-[(benzyloxy)methyl]pyrrolidine-1-carboxylate). The product is title compound, O1C(=NC2=C1C=CC=C2)N2[C@@H](CCCC2)C(=O)N[C@@H]2C[C@H](N(C2)C(=O)OC(C)(C)C)COCC2=CC=CC=C2 (tert-butyl (2S,4R)-4-([(2S)-1-(1,3-benzoxazol-2-yl)-2-piperidinyl]carbonylamino)-2-[(benzyloxy)methyl]pyrrolidine-1-carboxylate). RXN SMILES: [O:1]1[C:5]2[CH:6]=[CH:7][CH:8]=[CH:9][C:4]=2[N:3]=[C:2]1[N:10]1[CH2:15][CH2:14][CH2:13][CH2:12][C@H:11]1[C:16]([OH:18])=O.[NH2:19][C@H:20]1[CH2:24][N:23]([C:25]([O:27][C:28]([CH3:31])([CH3:30])[CH3:29])=[O:26])[C@H:22]([CH2:32][O:33][CH2:34][C:35]2[CH:40]=[CH:39][CH:38]=[CH:37][CH:36]=2)[CH2:21]1>>[O:1]1[C:5]2[CH:6]=[CH:7][CH:8]=[CH:9][C:4]=2[N:3]=[C:2]1[N:10]1[CH2:15][CH2:14][CH2:13][CH2:12][C@H:11]1[C:16]([NH:19][C@H:20]1[CH2:24][N:23]([C:25]([O:27][C:28]([CH3:30])([CH3:31])[CH3:29])=[O:26])[C@H:22]([CH2:32][O:33][CH2:34][C:35]2[CH:36]=[CH:37][CH:38]=[CH:39][CH:40]=2)[CH2:21]1)=[O:18]. Procedure details: The title compound was prepared by a similar method to Example 1 from (2S)-1-(1,3-benzoxazol-2-yl)-2-piperidinecarboxylic acid [see Preparation 3] and tert-butyl (2S,4R)-4-amino-2-[(benzyloxy)methyl]pyrrolidine-1-carboxylate [see Preparation 34]. The crude product was purified by column chromatography on silica gel eluting with a solvent gradient of 70:30 changing to 50:50, by volume, hexane:ethyl acetate to afford tert-butyl (2S,4R)-4-([(2S)-1-(1,3-benzoxazol-2-yl)-2-piperidinyl]carbonylamino)-...